describe an organic reaction: reactants, conditions, products, and yield From a dataset of the Open Reaction Database (ORD), a public repository of structured organic reaction records. Starting materials: CC(C)(C)OC(=O)CC(CCCC1CCCCC1)c1nc(CN)no1, O=S(=O)(Cl)c1ccccn1. The product is CC(C)(C)OC(=O)CC(CCCC1CCCCC1)c1nc(CNS(=O)(=O)c2ccccn2)no1. As a reaction SMILES: [C:1]([CH3:2])([CH3:3])([CH3:4])[O:5][C:6]([CH2:7][CH:8]([CH2:9][CH2:10][CH2:11][CH:12]1[CH2:13][CH2:14][CH2:15][CH2:16][CH2:17]1)[c:18]1[n:19][c:20]([CH2:23][NH2:24])[n:21][o:22]1)=[O:25].[n:26]1[c:27]([S:32](=[O:33])(=[O:34])[Cl:35])[cH:28][cH:29][cH:30][cH:31]1>>[C:1]([CH3:2])([CH3:3])([CH3:4])[O:5][C:6]([CH2:7][CH:8]([CH2:9][CH2:10][CH2:11][CH:12]1[CH2:13][CH2:14][CH2:15][CH2:16][CH2:17]1)[c:18]1[n:19][c:20]([CH2:23][NH:24][S:32]([c:27]2[n:26][cH:31][cH:30][cH:29][cH:28]2)(=[O:33])=[O:34])[n:21][o:22]1)=[O:25].